This data is from the Open Reaction Database (ORD), a public repository of structured organic reaction records. The task is: describe an organic reaction: reactants, conditions, products, and yield Starting materials: BrC=1C=CC(=NC1)CSC1=C(C=CC=2CCN(CCC21)C(=O)OC(C)(C)C)Cl (6-(5-bromopyridin-2-ylmethylthio)-3-tert-butoxycarbonyl-7-chloro-2,3,4,5-tetrahydro-1H-benzo[d]azepine), CC(C)([O-])C.[Na+] (sodium tert-butoxide), C1COCCOCCOCCOCCOCCO1 (18-crown-6), N1CCCCC1 (piperidine). The reagents and catalysts are C=1C=CC(=CC1)/C=C/C(=O)/C=C/C2=CC=CC=C2.C=1C=CC(=CC1)/C=C/C(=O)/C=C/C2=CC=CC=C2.C=1C=CC(=CC1)/C=C/C(=O)/C=C/C2=CC=CC=C2.[Pd].[Pd] (tris(dibenzylideneacetone)dipalladium(0)), C1(=CC=CC=C1)P(C1=C(C2=CC=CC=C2C=C1)C1=C(C=CC2=CC=CC=C12)P(C1=CC=CC=C1)C1=CC=CC=C1)C1=CC=CC=C1 (2,2′-bis(diphenylphosphino)-1,1′-binaphthyl). Solvent: C1(=CC=CC=C1)C (toluene). Product: C(C)(C)(C)OC(=O)N1CCC2=C(CC1)C(=C(C=C2)Cl)SCC2=CC=C(C=N2)N2CCCCC2 (3-tert-butoxycarbonyl-7-chloro-6-(3,4,5,6-tetrahydro-2H-[1,3′]bipyridinyl-6′-ylmethylthio)-2,3,4,5-tetrahydro-1H-benzo[d]azepine). Isolated yield 73.2%. RXN SMILES: Br[C:2]1[CH:3]=[CH:4][C:5]([CH2:8][S:9][C:10]2[C:20]3[CH2:19][CH2:18][N:17]([C:21]([O:23][C:24]([CH3:27])([CH3:26])[CH3:25])=[O:22])[CH2:16][CH2:15][C:14]=3[CH:13]=[CH:12][C:11]=2[Cl:28])=[N:6][CH:7]=1.CC(C)([O-])C.[Na+].C1OCCOCCOCCOCCOCCOC1.[NH:53]1[CH2:58][CH2:57][CH2:56][CH2:55][CH2:54]1>C1(C)C=CC=CC=1.C1C=CC(/C=C/C(/C=C/C2C=CC=CC=2)=O)=CC=1.C1C=CC(/C=C/C(/C=C/C2C=CC=CC=2)=O)=CC=1.C1C=CC(/C=C/C(/C=C/C2C=CC=CC=2)=O)=CC=1.[Pd].[Pd].C1(P(C2C=CC=CC=2)C2C=CC3C(=CC=CC=3)C=2C2C3C(=CC=CC=3)C=CC=2P(C2C=CC=CC=2)C2C=CC=CC=2)C=CC=CC=1>[C:24]([O:23][C:21]([N:17]1[CH2:18][CH2:19][C:20]2[C:10]([S:9][CH2:8][C:5]3[N:6]=[CH:7][C:2]([N:53]4[CH2:58][CH2:57][CH2:56][CH2:55][CH2:54]4)=[CH:3][CH:4]=3)=[C:11]([Cl:28])[CH:12]=[CH:13][C:14]=2[CH2:15][CH2:16]1)=[O:22])([CH3:27])([CH3:26])[CH3:25] |f:1.2,6.7.8.9.10|. Procedure: In a sealed tube, add tris(dibenzylideneacetone)dipalladium(0) (3.44 mg, 0.00376 mmol) and 2,2′-bis(diphenylphosphino)-1,1′-binaphthyl (4.98 mg, 0.00752 mmol) to a mixture of 6-(5-bromopyridin-2-ylmethylthio)-3-tert-butoxycarbonyl-7-chloro-2,3,4,5-tetrahydro-1H-benzo[d]azepine (242 mg, 0.501 mmol), sodium tert-butoxide (96 mg, 1.0 mmol), 18-crown-6 (13 mg, 0.050 mmol) and piperidine (496 μL, 5.01 mmol) in toluene (3 mL). Flush the mixture with nitrogen and heat overnight. Cool to ambient tempera... Reactants: NC1=CC2=C(N=C(S2)NC(C2=CN=CC=C2)=O)C=C1 (N-(6-aminobenzothiazol-2-yl)nicotinamide), ClC1=NC=NC2=CC(=C(C=C12)OC)OC (4-chloro-6,7-dimethoxyquinazoline). Solvent: C(C)O (ethanol). The product is COC=1C=C2C(=NC=NC2=CC1OC)NC1=CC2=C(N=C(S2)NC(C2=CN=CC=C2)=O)C=C1 (N-[6-(6,7-Dimethoxyquinazolin-4-ylamino)benzothiazol-2-yl]nicotinamide). RXN SMILES: [NH2:1][C:2]1[CH:19]=[CH:18][C:5]2[N:6]=[C:7]([NH:9][C:10](=[O:17])[C:11]3[CH:16]=[CH:15][CH:14]=[N:13][CH:12]=3)[S:8][C:4]=2[CH:3]=1.Cl[C:21]1[C:30]2[C:25](=[CH:26][C:27]([O:33][CH3:34])=[C:28]([O:31][CH3:32])[CH:29]=2)[N:24]=[CH:23][N:22]=1>C(O)C>[CH3:32][O:31][C:28]1[CH:29]=[C:30]2[C:25](=[CH:26][C:27]=1[O:33][CH3:34])[N:24]=[CH:23][N:22]=[C:21]2[NH:1][C:2]1[CH:19]=[CH:18][C:5]2[N:6]=[C:7]([NH:9][C:10](=[O:17])[C:11]3[CH:16]=[CH:15][CH:14]=[N:13][CH:12]=3)[S:8][C:4]=2[CH:3]=1. Reported procedure: N-[6-(6,7-Dimethoxyquinazolin-4-ylamino)benzothiazol-2-yl]nicotinamide was prepared by heating a mixture of N-(6-aminobenzothiazol-2-yl)nicotinamide (IM 4, 30 mg, 0.111 mmol) and 4-chloro-6,7-dimethoxyquinazoline (Fluorochem, 25 mg, 0.111 mmol) in ethanol (3 mL) to 80° C. for 2 h. The resulting precipitate was separated by filtration, washed with ethanol and dried (yellow solid, 44 mg, 96 μmol, 87%), LC/ESI-MS: m/z=459 [M+H]+; m/z=457 [M+H]−; Rt=2.60 min.